This data is from the Open Reaction Database (ORD), a public repository of structured organic reaction records. The task is: describe an organic reaction: reactants, conditions, products, and yield The reactants are NC1=NC=2C=CC=CC2C2=C1N=CN2CCO (2-(4-Amino-1H-imidazo[4,5-c]quinolin-1-yl)ethanol), N(=NC(=O)OCC)C(=O)OCC (Diethyl azodicarboxylate), C1(=CC=CC=C1)O (Phenol), C1(=CC=CC=C1)P(C1=CC=CC=C1)C1=CC=CC=C1 (triphenylphosphine), C1(=CC=CC=C1)O (phenol), C1(=CC=CC=C1)P(C1=CC=CC=C1)C1=CC=CC=C1 (triphenylphosphine), N(=NC(=O)OCC)C(=O)OCC (diethyl azodicarboxylate). Run in CN(C=O)C (N,N-dimethylformamide). Conditions: time 24 hour. Yields the product O(C1=CC=CC=C1)CCN1C=NC=2C(=NC=3C=CC=CC3C21)N (1-(2-Phenoxyethyl)-1H-imidazo[4,5-c]quinolin-4-amine). As a reaction SMILES: [NH2:1][C:2]1[C:11]2[N:12]=[CH:13][N:14]([CH2:15][CH2:16][OH:17])[C:10]=2[C:9]2[CH:8]=[CH:7][CH:6]=[CH:5][C:4]=2[N:3]=1.[C:18]1(O)[CH:23]=[CH:22][CH:21]=[CH:20][CH:19]=1.C1(P(C2C=CC=CC=2)C2C=CC=CC=2)C=CC=CC=1.N(C(OCC)=O)=NC(OCC)=O>CN(C)C=O>[O:17]([CH2:16][CH2:15][N:14]1[C:10]2[C:9]3[CH:8]=[CH:7][CH:6]=[CH:5][C:4]=3[N:3]=[C:2]([NH2:1])[C:11]=2[N:12]=[CH:13]1)[C:18]1[CH:23]=[CH:22][CH:21]=[CH:20][CH:19]=1. Reported procedure: 2-(4-Amino-1H-imidazo[4,5-c]quinolin-1-yl)ethanol (25 mg, 0.108 mmol) and N,N-dimethylformamide (1 mL) were combined. Phenol (12 mg, 0.130 mmol) and triphenylphosphine (34 mg, 0.130 mmol) were added and the resulting slurry was sonicated for about 1 minute. Diethyl azodicarboxylate (23 mg, 0.130 mmol) was added and the reaction mixture was shaken at ambient temperature for 24 hours. Analysis by LC-MS showed that a major amount of starting material remained. An additional equivalent each of pheno... Reactants: C(C1=CC=CC=C1)(=O)N1CC(N(CC1)C(C(=O)C1=CNC2=CC=CC(=C12)F)=O)C(=O)OCC (N-(benzoyl)-3-ethoxycarbonyl-N′-[(4-fluoro-indol-3-yl)-oxoacetyl]-piperazine), C([O-])([O-])=O.[K+].[K+] (potassium carbonate). The solvent is CO (methanol), O (water). Reaction conditions: time 8 hour. Product: C(C1=CC=CC=C1)(=O)N1CC(N(CC1)C(C(=O)C1=CNC2=CC=CC(=C12)F)=O)C(=O)O (N-(benzoyl)-3-hydroxycarbonyl-N′-[(4-fluoro-indol-3-yl)-oxoacetyl]-piperazine). The yield is 23.6%. Reaction SMILES: [C:1]([N:9]1[CH2:14][CH2:13][N:12]([C:15](=[O:28])[C:16]([C:18]2[C:26]3[C:21](=[CH:22][CH:23]=[CH:24][C:25]=3[F:27])[NH:20][CH:19]=2)=[O:17])[CH:11]([C:29]([O:31]CC)=[O:30])[CH2:10]1)(=[O:8])[C:2]1[CH:7]=[CH:6][CH:5]=[CH:4][CH:3]=1.C(=O)([O-])[O-].[K+].[K+]>CO.O>[C:1]([N:9]1[CH2:14][CH2:13][N:12]([C:15](=[O:28])[C:16]([C:18]2[C:26]3[C:21](=[CH:22][CH:23]=[CH:24][C:25]=3[F:27])[NH:20][CH:19]=2)=[O:17])[CH:11]([C:29]([OH:31])=[O:30])[CH2:10]1)(=[O:8])[C:2]1[CH:7]=[CH:6][CH:5]=[CH:4][CH:3]=1 |f:1.2.3|. Procedure details: To a stirred solution of N-(benzoyl)-3-ethoxycarbonyl-N′-[(4-fluoro-indol-3-yl)-oxoacetyl]-piperazine (100 mg, 0.02 mmol) in methanol (1 ml) and water (1 ml), was added potassium carbonate (9 mg, 0.06 mmol). After stirring for 8 hours at room temperature, the product was concentrated in vacuo to give a residue which was purified by preparative HPLC to yield 2 mg of N-(benzoyl)-3-hydroxycarbonyl-N′-[(4-fluoro-indol-3-yl)-oxoacetyl]-piperazine (Example 101). The reactants are CC=1N=NC(=CC1)C1=CC=CC=C1 (3-methyl-6-phenylpyridazine), C1CC(=O)N(C1=O)Br (NBS), N(=NC(C#N)(CC(C)C)C)C(C#N)(CC(C)C)C (2,2′-azobis(2,4-dimethylvaleronitrile)), N(=NC(C#N)(CC(C)C)C)C(C#N)(CC(C)C)C (2,2′-azobis(2,4-dimethylvaleronitrile)). The solvent is ClCCCl (1,2-dichloroethane). Run at temperature 80 celsius, time 1 hour. The product is BrCC=1N=NC(=CC1)C1=CC=CC=C1 (3-Bromomethyl-6-phenylpyridazine). The yield is 33.2%. As a reaction SMILES: [CH3:1][C:2]1[N:3]=[N:4][C:5]([C:8]2[CH:13]=[CH:12][CH:11]=[CH:10][CH:9]=2)=[CH:6][CH:7]=1.C1C(=O)N([Br:21])C(=O)C1.N(C(C)(CC(C)C)C#N)=NC(C)(CC(C)C)C#N>ClCCCl>[Br:21][CH2:1][C:2]1[N:3]=[N:4][C:5]([C:8]2[CH:9]=[CH:10][CH:11]=[CH:12][CH:13]=2)=[CH:6][CH:7]=1. Procedure details: To a solution of 3-methyl-6-phenylpyridazine (925 mg, 5.43 mmol) in 1,2-dichloroethane (28 ml) were added NBS (1.07 g, 6.01 mmol) and 2,2′-azobis(2,4-dimethylvaleronitrile) (67.3 mg, 0.271 mmol), followed by stirring at 80° C. for 1 hour. During the reaction, 2,2′-azobis(2,4-dimethylvaleronitrile)(134 mg, 0.540 mmol) was additionally added in two portions. After completion of the reaction, the reaction solution was concentrated under reduced pressure. The resulting residue was subjected to silic... Reactants: CC1=NC=CC(=C1)C#CC=1N=C(NC1)C (2-methyl-4-(2-methyl-1H-imidazol-4-ylethynyl)-pyridine), BrCC1CC1 (bromomethyl-cyclopropane). The product is C1(CC1)CN1C(=NC(=C1)C#CC1=CC(=NC=C1)C)C (4-(1-Cyclopropylmethyl-2-methyl-1H-imidazol-4-ylethynyl)-2-methyl-pyridine). RXN SMILES: [CH3:1][C:2]1[CH:7]=[C:6]([C:8]#[C:9][C:10]2[N:11]=[C:12]([CH3:15])[NH:13][CH:14]=2)[CH:5]=[CH:4][N:3]=1.Br[CH2:17][CH:18]1[CH2:20][CH2:19]1>>[CH:18]1([CH2:17][N:13]2[CH:14]=[C:10]([C:9]#[C:8][C:6]3[CH:5]=[CH:4][N:3]=[C:2]([CH3:1])[CH:7]=3)[N:11]=[C:12]2[CH3:15])[CH2:20][CH2:19]1. Procedure: The title compound, MS: m/e=252.1 (M+H+), was prepared in accordance with the general method of example 1 from 2-methyl-4-(2-methyl-1H-imidazol-4-ylethynyl)-pyridine and bromomethyl-cyclopropane. Reactants: C(C)(C)(C)[SiH2]OC(C=1N=C(SC1)NC(=O)C1=NC(=CC=C1NC=1C=NC=NC1)C)(C)C (6-Methyl-3-(pyrimidin-5-ylamino)-pyridine-2-carboxylic acid [4-(tert-butyl-dimethyl-silanyloxymethyl)-thiazol-2-yl]-amide), FC(C(=O)O)(F)F (Trifluoroacetic acid), C([O-])([O-])=O.[Na+].[Na+] (sodium carbonate). The solvent is C(Cl)Cl (methylene chloride). Conditions: time 2 hour. Product: OCC=1N=C(SC1)NC(=O)C1=NC(=CC=C1NC=1C=NC=NC1)C (6-Methyl-3-(pyrimidin-5-ylamino)-pyridine-2-carboxylic acid (4-hydroxymethyl-thiazol-2-yl)-amide). Isolated yield 56.4%. RXN SMILES: C([SiH2][O:6][C:7](C)(C)[C:8]1[N:9]=[C:10]([NH:13][C:14]([C:16]2[C:21]([NH:22][C:23]3[CH:24]=[N:25][CH:26]=[N:27][CH:28]=3)=[CH:20][CH:19]=[C:18]([CH3:29])[N:17]=2)=[O:15])[S:11][CH:12]=1)(C)(C)C.FC(F)(F)C(O)=O.C(=O)([O-])[O-].[Na+].[Na+]>C(Cl)Cl>[OH:6][CH2:7][C:8]1[N:9]=[C:10]([NH:13][C:14]([C:16]2[C:21]([NH:22][C:23]3[CH:24]=[N:25][CH:26]=[N:27][CH:28]=3)=[CH:20][CH:19]=[C:18]([CH3:29])[N:17]=2)=[O:15])[S:11][CH:12]=1 |f:2.3.4|. Reported procedure: To a solution of 40 mg (0.088 mmol) of 6-Methyl-3-(pyrimidin-5-ylamino)-pyridine-2-carboxylic acid [4-(tert-butyl-dimethyl-silanyloxymethyl)-thiazol-2-yl]-amide in 1 ml of methylene chloride was added 200 mg (1.75 mmol, 20.0 equiv.) of Trifluoroacetic acid. After stirring for 2 h at room temperature, saturated sodium carbonate solution was added, and the pH was adjusted to 8. The aqueous phase was extracted three times with methylene chloride. The combined organic phases were dried over magnesiu... Starting materials: NN1C2=C(C(=C(C1=O)C1=NS(C3=C(N1)C=CC=C3)(=O)=O)O)SC=C2 (4-amino-6-(1,1-dioxido-4H-1,2,4-benzothiadiazin-3-yl)-7-hydroxythieno[3,2-b]pyridin 5(4H)-one), C[C@@H]1CC(CC1)=O ((3S)-3-methylcyclopentanone). The solvent is CN(C(C)=O)C (N,N-dimethylacetamide). Run at temperature 25 celsius. Yields the product O=S1(N=C(NC2=C1C=CC=C2)C2=C(C1=C(N(C2=O)N=C2C[C@H](CC2)C)C=CS1)O)=O (6-(1,1-dioxido-4H-1,2,4-benzothiadiazin-3-yl)-7-hydroxy-4-{[(3S)-3-methylcyclopentylidene]amino}thieno[3,2-b]pyridin-5(4H)-one). RXN SMILES: [NH2:1][N:2]1[C:7](=[O:8])[C:6]([C:9]2[NH:14][C:13]3[CH:15]=[CH:16][CH:17]=[CH:18][C:12]=3[S:11](=[O:20])(=[O:19])[N:10]=2)=[C:5]([OH:21])[C:4]2[S:22][CH:23]=[CH:24][C:3]1=2.[CH3:25][C@H:26]1[CH2:30][CH2:29][C:28](=O)[CH2:27]1>CN(C)C(=O)C>[O:19]=[S:11]1(=[O:20])[C:12]2[CH:18]=[CH:17][CH:16]=[CH:15][C:13]=2[NH:14][C:9]([C:6]2[C:7](=[O:8])[N:2]([N:1]=[C:28]3[CH2:29][CH2:30][C@H:26]([CH3:25])[CH2:27]3)[C:3]3[CH:24]=[CH:23][S:22][C:4]=3[C:5]=2[OH:21])=[N:10]1. Procedure details: The product of Example 268D (0.065 g, 0.18 mmol) was reacted with (3S)-3-methylcyclopentanone (0.54 g, 5.6 mmol) in N,N-dimethylacetamide (2 mL) in a sealed tube at 135° C. for 90 minutes in a microwave reactor. The reaction was cooled to 25° C. and concentrated under vacuum. The resulting residue was triturated with ethyl acetate/hexane (2:1) and filtered to give the title compound.